Dataset: the Open Reaction Database (ORD), a public repository of structured organic reaction records. Task: describe an organic reaction: reactants, conditions, products, and yield The reactants are CCOC(=O)CC#N, CCO, NCCO. Product: N#CCC(=O)NCCO. RXN SMILES: [C:1](#[N:2])[CH2:3][C:4]([O:6][CH2:5][CH3:7])=[O:8].[CH3:13][CH2:14][OH:15].[NH2:9][CH2:10][CH2:11][OH:12]>>[C:1](#[N:2])[CH2:3][C:4](=[O:6])[NH:9][CH2:10][CH2:11][OH:12]. Reactants: BrC=1C=C2C(=NN(C2=CC1)C)N1CCN(CC1)C (5-bromo-1-methyl-3-(4-methylpiperazin-1-yl)-1H-indazole), BrC1=CC=C2C(=NN(C2=C1)C)N (6-bromo-1-methyl-1H-indazol-3-amine). Yields the product BrC1=CC=C2C(=NN(C2=C1)C)N1CCN(CC1)C (6-bromo-1-methyl-3-(4-methylpiperazin-1-yl)-1H-indazole). As a reaction SMILES: Br[C:2]1[CH:3]=[C:4]2[C:8](=[CH:9][CH:10]=1)[N:7]([CH3:11])[N:6]=[C:5]2[N:12]1[CH2:17][CH2:16][N:15]([CH3:18])[CH2:14][CH2:13]1.[Br:19]C1C=C2C(C(N)=NN2C)=CC=1>>[Br:19][C:10]1[CH:9]=[C:8]2[C:4]([C:5]([N:12]3[CH2:17][CH2:16][N:15]([CH3:18])[CH2:14][CH2:13]3)=[N:6][N:7]2[CH3:11])=[CH:3][CH:2]=1. Procedure details: Prepared in a manner similar to 5-bromo-1-methyl-3-(4-methylpiperazin-1-yl)-1H-indazole but using 6-bromo-1-methyl-1H-indazol-3-amine instead of 5-bromo-1-methyl-1H-indazol-3-amine. LCMS-ESI+: calc'd for C13H17BrN4: 309.1, 311.1 (M+H+); Found: 309.2, 311.2 (M+H+). Reactants: FCCOC1CN(CCC1(OC)OC)C(=O)OC(C)(C)C (tert-Butyl 3-(2-fluoroethoxy)-4,4-dimethoxypiperidine-1-carboxylate), C(=O)(OC(C)(C)C)OC(=O)OC(C)(C)C (di-tert-butyl dicarbonate). Solvent: O.C(=O)(C(F)(F)F)O (water TFA). Product: FCCOC1CN(CCC1=O)C(=O)OC(C)(C)C (tert-Butyl 3-(2-fluoroethoxy)-4-oxopiperidine-1-carboxylate). Isolated yield 97.5%. RXN SMILES: [F:1][CH2:2][CH2:3][O:4][CH:5]1[C:10](OC)([O:11]C)[CH2:9][CH2:8][N:7]([C:15]([O:17][C:18]([CH3:21])([CH3:20])[CH3:19])=[O:16])[CH2:6]1.C(OC(OC(C)(C)C)=O)(OC(C)(C)C)=O>O.C(O)(C(F)(F)F)=O>[F:1][CH2:2][CH2:3][O:4][CH:5]1[C:10](=[O:11])[CH2:9][CH2:8][N:7]([C:15]([O:17][C:18]([CH3:21])([CH3:20])[CH3:19])=[O:16])[CH2:6]1 |f:2.3|. Reported procedure: The same operation as in Example (90b) was performed using tert-butyl 3-(2-fluoroethoxy)-4,4-dimethoxypiperidine-1-carboxylate obtained in Example (123a) (6.5 g, 21.2 mmol), a water/TFA mixed solution (1/1, 20 mL) and di-tert-butyl dicarbonate (6.54 g, 30 mol). The resulting residue was purified by silica gel column chromatography (elution solvent: hexane/ethyl acetate=10/1, 5/1, 2/1, 1/1) to obtain 5.4 g of the title compound as a light brown oily substance (98%). Starting materials: COC(=O)P(=O)(OOCC)OOCC (diethoxyphosphonoformic acid methyl ester), O.NN (hydrazine hydrate). The solvent is C(C)O (ethanol), C(C)O (ethanol). Reaction conditions: time 8 hour. The product is C(C)OOP(=O)(OOCC)C(=O)NN (diethoxyphosphonoformic acid hydrazide). Isolated yield 99.0%. As a reaction SMILES: C[O:2][C:3]([P:5]([O:11][O:12][CH2:13][CH3:14])([O:7][O:8][CH2:9][CH3:10])=[O:6])=O.O.[NH2:16][NH2:17]>C(O)C>[CH2:9]([O:8][O:7][P:5]([C:3]([NH:16][NH2:17])=[O:2])([O:11][O:12][CH2:13][CH3:14])=[O:6])[CH3:10] |f:1.2|. Procedure: 19.6 parts by weight of diethoxyphosphonoformic acid methyl ester are diluted with 10 parts by volume of ethanol, and a solution of 5.0 parts by weight of hydrazine hydrate in 10 parts by volume of ethanol is added at +10 to +20° C. The mixture is stirred at room temperature for 8 hours, the solvent is moved in vacuo and 19.4 parts by weight (yield 99%) of crude diethoxyphosphonoformic acid hydrazide, which is further processed without purification, are obtained. Starting materials: CC=1OC2=C(C1C(C1=CC=C(C=C1)OC)=O)C=CC=C2 (2-methyl-3-(4-methoxybenzoyl)benzofuran), [Cl-].[Al+3].[Cl-].[Cl-] (Aluminiumchloride), [H-].[Al+3].[Li+].[H-].[H-].[H-] (lithiumaluminiumhydride). The solvent is CCOCC (ether), CCOCC (ether), CCOCC (ether). The product is CC=1OC2=C(C1CC1=CC=C(C=C1)OC)C=CC=C2 (2-methyl-3-(4-methoxybenzyl)benzofuran). Reaction SMILES: [Cl-].[Al+3].[Cl-].[Cl-].[H-].[Al+3].[Li+].[H-].[H-].[H-].[CH3:11][C:12]1[O:13][C:14]2[CH:30]=[CH:29][CH:28]=[CH:27][C:15]=2[C:16]=1[C:17](=O)[C:18]1[CH:23]=[CH:22][C:21]([O:24][CH3:25])=[CH:20][CH:19]=1>CCOCC>[CH3:11][C:12]1[O:13][C:14]2[CH:30]=[CH:29][CH:28]=[CH:27][C:15]=2[C:16]=1[CH2:17][C:18]1[CH:23]=[CH:22][C:21]([O:24][CH3:25])=[CH:20][CH:19]=1 |f:0.1.2.3,4.5.6.7.8.9|. Procedure: Aluminiumchloride, 1.75 g (13.16 mmol), in 5 ml ether was added to a suspension of lithiumaluminiumhydride, 0.25 g (6.58 mmol), in 3 ml ether during 20 min. 2-methyl-3-(4-methoxybenzoyl)benzofuran, 1.0 g (3.76 mmol), in 10 ml ether was added during 30 min, and the mixture then heated for 45 min. Excess of the reagent was destroyed by adding 0.35 ml H2O, 0.35 ml 1M NaOH and 3 ml H2O to the mixture. Ether, 200 ml, was added, and the organic layer was extracted with 2×100 ml H2O, 2×100 ml 1M sulphu... Starting materials: ClCCl, O=CNC1CCC(=O)c2sccc21, O=C(Cl)Cl, [N-]=C=O. Yields the product [C-]#[N+]C1CCC(=O)c2sccc21. RXN SMILES: [CH2:21]([Cl:22])[Cl:23].[CH:4](=[O:5])[NH:6][CH:7]1[CH2:8][CH2:9][C:10](=[O:16])[c:11]2[s:12][cH:13][cH:14][c:15]21.[Cl:17][C:18](=[O:19])[Cl:20].[N-:1]=[C:2]=[O:3]>>[C-:4]#[N+:6][CH:7]1[CH2:8][CH2:9][C:10](=[O:16])[c:11]2[s:12][cH:13][cH:14][c:15]21. The reactants are CC(C)=O, Cc1ccccc1, CC(C)(O)c1cc(-c2cccc(Cl)c2)ccc1N, Cc1ccc(S(=O)(=O)O)cc1. Yields the product CC1(C)Nc2ccc(-c3cccc(Cl)c3)cc2C(C)(C)O1. RXN SMILES: [CH3:19][C:20]([CH3:21])=[O:22].[CH3:34][c:35]1[cH:36][cH:37][cH:38][cH:39][cH:40]1.[NH2:1][c:2]1[c:3]([C:15]([OH:16])([CH3:17])[CH3:18])[cH:4][c:5](-[c:8]2[cH:9][c:10]([Cl:14])[cH:11][cH:12][cH:13]2)[cH:6][cH:7]1.[c:23]1([CH3:24])[cH:25][cH:26][c:27]([S:28]([OH:29])(=[O:30])=[O:31])[cH:32][cH:33]1>>[NH:1]1[c:2]2[c:3]([cH:4][c:5](-[c:8]3[cH:9][c:10]([Cl:14])[cH:11][cH:12][cH:13]3)[cH:6][cH:7]2)[C:15]([CH3:17])([CH3:18])[O:16][C:20]1([CH3:19])[CH3:21]. Yield: 69.5%. Reaction SMILES: [C:1]12([C:7]3[CH:12]=[CH:11][C:10]([N:13]4[CH2:17][C@H:16]([CH2:18][NH:19][C:20](=[O:22])[CH3:21])[O:15][C:14]4=[O:23])=[CH:9][CH:8]=3)[CH2:6][CH:5]1[CH2:4][NH:3][CH2:2]2.CCN(C(C)C)C(C)C.Br[C:34]1[CH:39]=[CH:38][CH:37]=[CH:36][N:35]=1>C(Cl)Cl.O>[O:23]=[C:14]1[N:13]([C:10]2[CH:9]=[CH:8][C:7]([C:1]34[CH2:6][CH:5]3[CH2:4][N:3]([C:34]3[CH:39]=[CH:38][CH:37]=[CH:36][N:35]=3)[CH2:2]4)=[CH:12][CH:11]=2)[CH2:17][C@H:16]([CH2:18][NH:19][C:20](=[O:22])[CH3:21])[O:15]1. Procedure: To a solution of hydrochloride salt of N-{3-[4-(3-aza-bicyclo[3.1.0]hex-1-yl)-phenyl]-2-oxo-oxazolidin-5(S)-yl-methyl}-acetamide (Intermediate IV) (0.4 g, 1.1 mmol) in DCM (5 mL) were added DIPEA (0.5 mL, 3.4 mmol) and 2-bromopyridine (0.9 mL, 5.7 mmol) at r.t. The reaction mixture was stirred at 90° C. and progress of the reaction was monitored by TLC. On completion, the reaction mixture was diluted with water (10 mL) and extracted with DCM (2×20 mL). The organic layer was washed with brine (10... Solvent: O (water), C(Cl)Cl (DCM). Starting materials: hydrochloride salt, C12(CNCC2C1)C1=CC=C(C=C1)N1C(O[C@H](C1)CNC(C)=O)=O (N-{3-[4-(3-aza-bicyclo[3.1.0]hex-1-yl)-phenyl]-2-oxo-oxazolidin-5(S)-yl-methyl}-acetamide), C12(CNCC2C1)C1=CC=C(C=C1)N1C(O[C@H](C1)CNC(C)=O)=O (N-{3-[4-(3-aza-bicyclo[3.1.0]hex-1-yl)-phenyl]-2-oxo-oxazolidin-5(S)-yl-methyl}-acetamide), CCN(C(C)C)C(C)C (DIPEA), BrC1=NC=CC=C1 (2-bromopyridine). Run at temperature 90 celsius. Yields the product O=C1O[C@H](CN1C1=CC=C(C=C1)C12CN(CC2C1)C1=NC=CC=C1)CNC(C)=O (N-{2-Oxo-3-[4-(3-pyridin-2-yl-3-aza-bicyclo[3.1.0]hex-1-yl)-phenyl]-oxazolidin-5(S)-ylmethyl}-acetamide). The reactants are CCOC(C)=O, CC(=O)O, CC(C)[Si](C(C)C)(C(C)C)n1ccc2c(Cl)c(N)cnc21, [Zn]. Product: CC(C)[Si](C(C)C)(C(C)C)n1ccc2cc(N)cnc21. As a reaction SMILES: [CH3:22][CH2:23][O:24][C:25](=[O:26])[CH3:27].[CH3:28][C:29](=[O:30])[OH:31].[Cl:1][c:2]1[c:3]2[c:4]([n:5][cH:6][c:7]1[NH2:8])[n:9]([Si:12]([CH:13]([CH3:14])[CH3:15])([CH:16]([CH3:17])[CH3:18])[CH:19]([CH3:20])[CH3:21])[cH:10][cH:11]2.[Zn:32]>>[cH:2]1[c:3]2[c:4]([n:5][cH:6][c:7]1[NH2:8])[n:9]([Si:12]([CH:13]([CH3:14])[CH3:15])([CH:16]([CH3:17])[CH3:18])[CH:19]([CH3:20])[CH3:21])[cH:10][cH:11]2. Starting materials: C(C)(C)(C)NC(=O)C=1OC=CC1 (N-tert-butylfuran-2-carboxamide), C(C)(C)(C)[Li] (tert-butyllithium), solution, CCCCC (pentane), COCCOC (DME), C(C)(C)(C)NC(=O)C=1OC=CC1 (N-tert-butylfuran-2-carboxamide), COCCOC (DME). Conditions: time 15 minute. The product is C(C1=CC=CC=C1)(=O)C1=C(OC=C1)C(=O)NC(C)(C)C (3-benzoyl-N-tert-butylfuran-2-carboxamide). Reaction SMILES: [C:1]([NH:5][C:6]([C:8]1[O:9][CH:10]=[CH:11][CH:12]=1)=[O:7])([CH3:4])([CH3:3])[CH3:2].C([Li])(C)(C)C.[CH3:18][CH2:19][CH2:20][CH2:21][CH3:22].C[O:24][CH2:25][CH2:26]OC>>[C:25]([C:12]1[CH:11]=[CH:10][O:9][C:8]=1[C:6]([NH:5][C:1]([CH3:4])([CH3:2])[CH3:3])=[O:7])(=[O:24])[C:26]1[CH:22]=[CH:21][CH:20]=[CH:19][CH:18]=1. Reported procedure: To a stirring solution of N-tert-butylfuran-2-carboxamide (1.8 ml, 12 mmol) in 100 mL DME under argon at −78° C. was added tert-butyllithium, 1.7 M solution in pentane (14 ml, 24 mmol) slowly dropwise over 5 min. The heterogeneous reaction mixture was allowed to stir 1 h, at which point a solution of N-tert-butylfuran-2-carboxamide (1.8 ml, 12 mmol) in 10 mL DME was added over 5 min, dropwise. After 15 min, the bath was removed and the reaction was allowed to warm to ambient temperature. The rea...